Dataset: the Open Reaction Database (ORD), a public repository of structured organic reaction records. Task: describe an organic reaction: reactants, conditions, products, and yield Reactants: O=C([O-])[O-], CI, CC(C)=O, [K+], [K+], O=c1cc[nH]c(=O)o1. Product: Cn1ccc(=O)oc1=O. RXN SMILES: [C:9](=[O:10])([O-:11])[O-:12].[CH3:15][I:16].[CH3:17][C:18](=[O:19])[CH3:20].[K+:13].[K+:14].[o:1]1[c:2](=[O:8])[nH:3][cH:4][cH:5][c:6]1=[O:7]>>[o:1]1[c:2](=[O:8])[n:3]([CH3:9])[cH:4][cH:5][c:6]1=[O:7].